This data is from the Open Reaction Database (ORD), a public repository of structured organic reaction records. The task is: describe an organic reaction: reactants, conditions, products, and yield The reactants are COC1=CC=C(C=C1)C=1CC(C(NN1)=O)C (6-(4-methoxy-phenyl)-4-methyl-4,5-dihydro-2H-pyridazin-3-one), CI (MeI), C(=O)([O-])[O-].[Cs+].[Cs+] (Cs2CO3). The product is COC1=CC=C(C=C1)C=1C=C(C(NN1)=O)C (6-(4-methoxy-phenyl)-4-methyl-2H-pyridazin-3-one). Reaction SMILES: [CH3:1][O:2][C:3]1[CH:8]=[CH:7][C:6]([C:9]2[CH2:10][CH:11]([CH3:16])[C:12](=[O:15])[NH:13][N:14]=2)=[CH:5][CH:4]=1.CI.C([O-])([O-])=O.[Cs+].[Cs+]>>[CH3:1][O:2][C:3]1[CH:8]=[CH:7][C:6]([C:9]2[CH:10]=[C:11]([CH3:16])[C:12](=[O:15])[NH:13][N:14]=2)=[CH:5][CH:4]=1 |f:2.3.4|. Reported procedure: The product of step 2 (6-(4-methoxy-phenyl)-2,4-dimethyl-2H-pyridazin-3-one) was prepared as described for example 22 step 2 using 6-(4-methoxy-phenyl)-4-methyl-4,5-dihydro-2H-pyridazin-3-one, MeI and Cs2CO3. Conditions: time 0.5 hour. The reactants are O=C1[C@H](CN(C2=C(N1CC(=O)O)C=CC=C2)C(C)=O)NC(C2=CC=CC=C2)=O ((3S)2-Oxo-3-benzoylamino-5-acetyl-2,3,4,5-tetrahydro-1H-1,5-benzodiazepine-1-acetic acid), C(C1=CC=CC=C1)OC(CN1C([C@H](CN(C2=C1C=CC=C2)C(C)=O)NC(C2=CC=CC=C2)=O)=O)=O ((3S)-2-oxo-3-(benzoylamino)-5-acetyl-2,3,4,5-tetrahydro-1H-1,5-benzodiazepine-1-acetic acid benzyl ester). Product: COC(CN1C([C@H](CN(C2=C1C=CC=C2)C(CCC2=CC=CC=C2)=O)NC(C2=CC=CC=C2)=O)=O)=O ((3S)-2-Oxo-3-benzoylamino-5-(3-phenylpropionyl)-2,3,4,5-tetrahydro-1H-1,5-benzo diazepine1-acetic acid methyl ester). The reagents and catalysts are [Pd] (Pd/C). Procedure: Method B. (3S)2-Oxo-3-benzoylamino-5-acetyl-2,3,4,5-tetrahydro-1H-1,5-benzodiazepine-1-acetic acid (603d). A mixture of (3S)-2-oxo-3-(benzoylamino)-5-acetyl-2,3,4,5-tetrahydro-1H-1,5-benzodiazepine-1-acetic acid benzyl ester (602d; 510 mg, 1.08 mmol) and 5% Pd/C (250 mg) in MeOH (10 ml) stirred under H2 (1 atm) for 0.5 h. The reaction was filtered and concentrated in vacuo 410 mg of 603d as a white solid. Reaction SMILES: O=C1N(CC(O)=O)C2C=CC=CC=2N(C(=O)C)C[C@@H]1N[C:21](=O)[C:22]1[CH:27]=[CH:26][CH:25]=[CH:24][CH:23]=1.[CH2:29]([O:36][C:37](=[O:63])[CH2:38][N:39]1[C:45]2[CH:46]=[CH:47][CH:48]=[CH:49][C:44]=2[N:43]([C:50](=[O:52])[CH3:51])[CH2:42][C@H:41]([NH:53][C:54](=[O:61])[C:55]2[CH:60]=[CH:59][CH:58]=[CH:57][CH:56]=2)[C:40]1=[O:62])C1C=CC=CC=1>CO.[Pd]>[CH3:29][O:36][C:37](=[O:63])[CH2:38][N:39]1[C:45]2[CH:46]=[CH:47][CH:48]=[CH:49][C:44]=2[N:43]([C:50](=[O:52])[CH2:51][CH2:21][C:22]2[CH:27]=[CH:26][CH:25]=[CH:24][CH:23]=2)[CH2:42][C@H:41]([NH:53][C:54](=[O:61])[C:55]2[CH:60]=[CH:59][CH:58]=[CH:57][CH:56]=2)[C:40]1=[O:62]. Run in CO (MeOH). The reactants are ClC=1C(=NC(=NC1)N)C(=O)N(CC1=CC=C(C=C1)C)C(C(=O)N)C1=CC(=CC=C1)OC (5-Chloro-2-amino-N-[2-amino-1-{3-methoxyphenyl}-2-oxoethyl]-N-(4-methylbenzyl)pyrimidine-4-carboxamide), CN (methylamine), amine. The product is ClC=1C(=NC(=NC1)NC)C(=O)N(CC1=CC=C(C=C1)C)C(C(=O)N)C1=CC(=CC=C1)OC (5-Chloro-2-methylamino-N-[2-amino-1-{3-methoxyphenyl}-2-oxoethyl]-N-(4-methylbenzyl)pyrimidine-4-carboxamide). RXN SMILES: [Cl:1][C:2]1[C:3]([C:9]([N:11]([CH:20]([C:24]2[CH:29]=[CH:28][CH:27]=[C:26]([O:30][CH3:31])[CH:25]=2)[C:21]([NH2:23])=[O:22])[CH2:12][C:13]2[CH:18]=[CH:17][C:16]([CH3:19])=[CH:15][CH:14]=2)=[O:10])=[N:4][C:5]([NH2:8])=[N:6][CH:7]=1.[CH3:32]N>>[Cl:1][C:2]1[C:3]([C:9]([N:11]([CH:20]([C:24]2[CH:29]=[CH:28][CH:27]=[C:26]([O:30][CH3:31])[CH:25]=2)[C:21]([NH2:23])=[O:22])[CH2:12][C:13]2[CH:14]=[CH:15][C:16]([CH3:19])=[CH:17][CH:18]=2)=[O:10])=[N:4][C:5]([NH:8][CH3:32])=[N:6][CH:7]=1. Reported procedure: This was prepared in the same manner as the product of example 249, using methylamine as the amine, to give the title compound as a foam, 0.24 g, (88%). The reactants are C1(=CC=CC=C1)C=1OC(=C(N1)C(=O)O)C(F)(F)F (2-phenyl-5-trifluoromethyl-oxazole-4-carboxylic acid), C(C)NC1=NC=C(C=C1)N (N2-ethyl-pyridine-2,5-diamine). As a reaction SMILES: [C:1]1([C:7]2[O:8][C:9]([C:15]([F:18])([F:17])[F:16])=[C:10]([C:12]([OH:14])=O)[N:11]=2)[CH:6]=[CH:5][CH:4]=[CH:3][CH:2]=1.[CH2:19]([NH:21][C:22]1[CH:27]=[CH:26][C:25]([NH2:28])=[CH:24][N:23]=1)[CH3:20]>>[CH2:19]([NH:21][C:22]1[N:23]=[CH:24][C:25]([NH:28][C:12]([C:10]2[N:11]=[C:7]([C:1]3[CH:2]=[CH:3][CH:4]=[CH:5][CH:6]=3)[O:8][C:9]=2[C:15]([F:18])([F:17])[F:16])=[O:14])=[CH:26][CH:27]=1)[CH3:20]. Yields the product C(C)NC1=CC=C(C=N1)NC(=O)C=1N=C(OC1C(F)(F)F)C1=CC=CC=C1 (2-phenyl-5-trifluoromethyl-oxazole-4-carboxylic acid (6-ethylamino-pyridin-3-yl)-amide). Reported procedure: With a procedure similar to example 16 above, 2-phenyl-5-trifluoromethyl-oxazole-4-carboxylic acid (6-ethylamino-pyridin-3-yl)-amide was prepared from 2-phenyl-5-trifluoromethyl-oxazole-4-carboxylic acid and N2-ethyl-pyridine-2,5-diamine. LCMS calcd for C18H15F3N4O2 (m/e) 376, obsd 377 (M+H). Starting materials: CC(C)(C)N, CCO, O=[N+]([O-])c1cccc(Cl)c1Cl. Product: CC(C)(C)Nc1c(Cl)cccc1[N+](=O)[O-]. Reaction SMILES: [CH3:12][C:13]([CH3:14])([CH3:15])[NH2:16].[CH3:17][CH2:18][OH:19].[Cl:1][c:2]1[c:3]([N+:9](=[O:10])[O-:11])[cH:4][cH:5][cH:6][c:7]1[Cl:8]>>[c:2]1([NH:16][C:13]([CH3:12])([CH3:14])[CH3:15])[c:3]([N+:9](=[O:10])[O-:11])[cH:4][cH:5][cH:6][c:7]1[Cl:8]. Starting materials: Cc1c(Br)cccc1Br, O, O=[N+]([O-])O. The product is Cc1c(Br)ccc([N+](=O)[O-])c1Br. RXN SMILES: [Br:1][c:2]1[c:3]([CH3:9])[c:4]([Br:8])[cH:5][cH:6][cH:7]1.[OH2:14].[OH:10][N+:11]([O-:12])=[O:13]>>[Br:1][c:2]1[c:3]([CH3:9])[c:4]([Br:8])[cH:5][cH:6][c:7]1[N+:11](=[O:10])[O-:12].